This data is from the Open Reaction Database (ORD), a public repository of structured organic reaction records. The task is: describe an organic reaction: reactants, conditions, products, and yield Starting materials: NC=1C=C(C=C(C1)NC(CCCCCCCCC)=O)NC(CCCCCCCCC)=O (N,N'-(5-amino-1,3-phenylene)bisdecanamide), BrCC(=O)OCC1=CC=CC=C1 (benzyl bromoacetate), CN(C1=CC=CC2=CC=CC(=C12)N(C)C)C (1,8-bis(dimethylamino)-naphthalene), [I-].[Na+] (sodium iodide). The solvent is C(C)#N (acetonitrile), CN(C)C=O (DMF). Product: C1(=CC=CC=C1)COC(CN(CC(OCC1=CC=CC=C1)=O)C1=CC(=CC(=C1)NC(CCCCCCCCC)=O)NC(CCCCCCCCC)=O)=O (N-[3,5-bis[(1-oxodecyl)amino]phenyl]-N-[2-oxo-2-(phenylmethoxy)ethyl]glycine phenylmethyl ester). The yield is 2.0%. Reaction SMILES: [NH2:1][C:2]1[CH:3]=[C:4]([NH:20][C:21](=[O:31])[CH2:22][CH2:23][CH2:24][CH2:25][CH2:26][CH2:27][CH2:28][CH2:29][CH3:30])[CH:5]=[C:6]([NH:8][C:9](=[O:19])[CH2:10][CH2:11][CH2:12][CH2:13][CH2:14][CH2:15][CH2:16][CH2:17][CH3:18])[CH:7]=1.Br[CH2:33][C:34]([O:36][CH2:37][C:38]1[CH:43]=[CH:42][CH:41]=[CH:40][CH:39]=1)=[O:35].CN(C)[C:46]1[C:55]2[C:50](=[CH:51][CH:52]=[CH:53][C:54]=2N(C)C)C=CC=1.[I-].[Na+]>C(#N)C.CN(C=O)C>[C:38]1([CH2:37][O:36][C:34](=[O:35])[CH2:33][N:1]([C:2]2[CH:3]=[C:4]([NH:20][C:21](=[O:31])[CH2:22][CH2:23][CH2:24][CH2:25][CH2:26][CH2:27][CH2:28][CH2:29][CH3:30])[CH:5]=[C:6]([NH:8][C:9](=[O:19])[CH2:10][CH2:11][CH2:12][CH2:13][CH2:14][CH2:15][CH2:16][CH2:17][CH3:18])[CH:7]=2)[CH2:33][C:34](=[O:35])[O:36][CH2:46][C:55]2[CH:50]=[CH:51][CH:52]=[CH:53][CH:54]=2)[CH:43]=[CH:42][CH:41]=[CH:40][CH:39]=1 |f:3.4|. Reported procedure: A mixture of 1.92 g (4.45 mmol) of N,N'-(5-amino-1,3-phenylene)bisdecanamide, 10.6 ml (0.061 mol) of benzyl bromoacetate, 2.4 g (11.1 mmol) of 1,8-bis(dimethylamino)-naphthalene and 0.19 g (1.25 mmol) of sodium iodide in 50 ml of acetonitrile and 15 ml of DMF was stirred and refluxed under an argon atmosphere for 36 hours. The solvents were removed at reduced pressure and the residue was dissolved in ethyl acetate. The extract was washed with 0.05N HCl, with NaHCO3 solution, dried and concentrat... The reactants are IC(=C[C@H]1[C@H](OC(O1)(C)C)C(COC(C1=CC=CC=C1)(C1=CC=CC=C1)C1=CC=CC=C1)O)I (1-((4R,5S)-5-(2,2-diiodovinyl)-2,2-dimethyl-1,3-dioxolan-4-yl)-2-(trityloxy)ethanol), [Cr](=O)(=O)([O-])O[Cr](=O)(=O)[O-].[NH+]1=CC=CC=C1.[NH+]1=CC=CC=C1 (PDC). Run in ClCCl (dichloromethane), ClCCl (dichloromethane). Reaction conditions: temperature 60 celsius, time 16 hour. The product is IC(=C[C@H]1[C@H](OC(O1)(C)C)C(COC(C1=CC=CC=C1)(C1=CC=CC=C1)C1=CC=CC=C1)=O)I (1-((4S,5S)-5-(2,2-diiodovinyl)-2,2-dimethyl-1,3-dioxolan-4-yl)-2-(trityloxy)ethanone). The yield is 66.8%. As a reaction SMILES: [I:1][C:2]([I:34])=[CH:3][C@@H:4]1[O:8][C:7]([CH3:10])([CH3:9])[O:6][C@@H:5]1[CH:11]([OH:33])[CH2:12][O:13][C:14]([C:27]1[CH:32]=[CH:31][CH:30]=[CH:29][CH:28]=1)([C:21]1[CH:26]=[CH:25][CH:24]=[CH:23][CH:22]=1)[C:15]1[CH:20]=[CH:19][CH:18]=[CH:17][CH:16]=1.[Cr](O[Cr]([O-])(=O)=O)([O-])(=O)=O.[NH+]1C=CC=CC=1.[NH+]1C=CC=CC=1>ClCCl>[I:34][C:2]([I:1])=[CH:3][C@@H:4]1[O:8][C:7]([CH3:10])([CH3:9])[O:6][C@@H:5]1[C:11](=[O:33])[CH2:12][O:13][C:14]([C:27]1[CH:32]=[CH:31][CH:30]=[CH:29][CH:28]=1)([C:15]1[CH:20]=[CH:19][CH:18]=[CH:17][CH:16]=1)[C:21]1[CH:26]=[CH:25][CH:24]=[CH:23][CH:22]=1 |f:1.2.3|. Procedure: Compound 3 (38 kg, 55.7 mol) was dissolved in 100 L of dichloromethane and the solution was added into a 1000 L reactor charged with dichloromethane (500 L) followed by addition of 4 Å molecular sieves (42.9 kg) and neutral alumina (84 kg). To the stirred suspension at ambient temperature was added PDC (pyridinium dichromate) (25.1 kg, 66.8 mol) and the mixture was stirred 16 hours, until HPLC indicated complete conversion. The suspension was filtered using a centrifuge. The filtrate from the ce... The product is ClC=1C=CC2=C(C(=NCC(N2)SCCO)C2=CC=CC=C2)C1 (7-chloro-2,3-dihydro-2-(2-hydroxyethylthio)-5-phenyl-1H-1,4-benzodiazepine). The reactants are ClC=1C=CC2=C(C(=NCCN2)C2=CC=CC=C2)C1 (7-chloro-2,3-dihydro-5-phenyl-1H-1,4-benzodiazepine), SCCO (2-mercaptoethanol), ClC=1C=CC2=C(C(=NCC=N2)C2=CC=CC=C2)C1 (7-chloro-5-phenyl-3H-1,4-benzodiazepine), C(C)(=O)O (acetic acid). As a reaction SMILES: [Cl:1][C:2]1[CH:3]=[CH:4][C:5]2[NH:11][CH2:10][CH2:9][N:8]=[C:7]([C:12]3[CH:17]=[CH:16][CH:15]=[CH:14][CH:13]=3)[C:6]=2[CH:18]=1.ClC1C=CC2N=CCN=C(C3C=CC=CC=3)C=2C=1.C(O)(=O)C.[SH:41][CH2:42][CH2:43][OH:44]>C1COCC1>[Cl:1][C:2]1[CH:3]=[CH:4][C:5]2[NH:11][CH:10]([S:41][CH2:42][CH2:43][OH:44])[CH2:9][N:8]=[C:7]([C:12]3[CH:17]=[CH:16][CH:15]=[CH:14][CH:13]=3)[C:6]=2[CH:18]=1. Procedure: 7-chloro-2,3-dihydro-5-phenyl-1H-1,4-benzodiazepine (10 g) was oxidized to 7-chloro-5-phenyl-3H-1,4-benzodiazepine as described in Example 1 with the addition of 0.1 ml of acetic acid. The crude oxidation product was taken up in THF (60 ml), treated with 2-mercaptoethanol (10 ml ) and heated under reflux overnight. The resulting solution was concentrated under reduced pressure until the product began to crystallize and then diluted with 100 ml of ether. The product was collected and washed with ... Run in C1CCOC1 (THF). Starting materials: O (Water), mixture, [H-].[Na+] (NaH), C(C)OC(=O)C=1C(=NNC1)C(F)(F)F (ethyl-3-(trifluoromethyl)pyrazole-4-carboxylate), BrCC(=O)NC1=C(C2=C(S1)CCCC2)C(=O)N (2-(2-bromoacetamido)-4,5,6,7-tetrahydrobenzo[b]thiophene-3-carboxamide). Solvent: CN(C)C=O (DMF). Run at temperature 120 celsius. Product: C(N)(=O)C=1C2=C(SC1NC(CN1N=C(C(=C1)C(=O)OCC)C(F)(F)F)=O)CCCC2 (Ethyl 1-(2-(3-carbamoyl-4,5,6,7-tetrahydrobenzo[b]thiophen-2-ylamino)-2-oxoethyl)-3-(trifluoromethyl)pyrazole-4-carboxylate). Isolated yield 19.0%. RXN SMILES: [H-].[Na+].[CH2:3]([O:5][C:6]([C:8]1[C:9]([C:13]([F:16])([F:15])[F:14])=[N:10][NH:11][CH:12]=1)=[O:7])[CH3:4].Br[CH2:18][C:19]([NH:21][C:22]1[S:26][C:25]2[CH2:27][CH2:28][CH2:29][CH2:30][C:24]=2[C:23]=1[C:31]([NH2:33])=[O:32])=[O:20].O>CN(C=O)C>[C:31]([C:23]1[C:24]2[CH2:30][CH2:29][CH2:28][CH2:27][C:25]=2[S:26][C:22]=1[NH:21][C:19](=[O:20])[CH2:18][N:11]1[CH:12]=[C:8]([C:6]([O:5][CH2:3][CH3:4])=[O:7])[C:9]([C:13]([F:15])([F:16])[F:14])=[N:10]1)(=[O:32])[NH2:33] |f:0.1|. Procedure: NaH (60% [w/w] suspension in oil, 10 mg, 0.25 mmol) was added to a solution of ethyl-3-(trifluoromethyl)pyrazole-4-carboxylate (25 mg, 0.056 mmol) in DMF (2 mL). The reaction mixture was stirred at RT for 60 min before the addition of 2-(2-bromoacetamido)-4,5,6,7-tetrahydrobenzo[b]thiophene-3-carboxamide. The reaction mixture was heated at 120° C. for 10 min in the microwave. Water (5 μL) was added and the reaction mixture extracted with EtOAc (3×10 mL). The combined EtOAc layers were washed wit... Starting materials: OCC1OC2=C(C=CC=C2CC1)OC (2-Hydroxymethyl-8-methoxy-chroman), N(=NC(=O)OCC)C(=O)OCC (diethyl azodicarboxylate), C1(C=2C(C(N1)=O)=CC=CC2)=O (phthalimide), C1(=CC=CC=C1)P(C1=CC=CC=C1)C1=CC=CC=C1 (triphenylphosphane). The solvent is O1CCCC1 (tetrahydrofuran). Yields the product C1(C=2C(C(N1CC1OC3=C(C=CC=C3CC1)OC)=O)=CC=CC2)=O (2-Phthalimidomethyl-8-methoxy-chroman). Yield: 80.0%. Reaction SMILES: O[CH2:2][CH:3]1[CH2:12][CH2:11][C:10]2[C:5](=[C:6]([O:13][CH3:14])[CH:7]=[CH:8][CH:9]=2)[O:4]1.[C:15]1(=[O:25])[NH:19][C:18](=[O:20])[C:17]2=[CH:21][CH:22]=[CH:23][CH:24]=[C:16]12.C1(P(C2C=CC=CC=2)C2C=CC=CC=2)C=CC=CC=1.N(C(OCC)=O)=NC(OCC)=O>O1CCCC1>[C:15]1(=[O:25])[N:19]([CH2:2][CH:3]2[CH2:12][CH2:11][C:10]3[C:5](=[C:6]([O:13][CH3:14])[CH:7]=[CH:8][CH:9]=3)[O:4]2)[C:18](=[O:20])[C:17]2=[CH:21][CH:22]=[CH:23][CH:24]=[C:16]12. Procedure details: By reacting the compound from Example II with phthalimide in the presence of equimolar amounts of triphenylphosphane and diethyl azodicarboxylate in tetrahydrofuran, the desired product is obtained in 80% yield in the form of a syrup, which is further reacted directly. Rf =0.46 (toluene/ethyl acetate 3:1) Starting materials: COC1=CC=C(C=C1)C1=NC2=CC=C(C=C2N=C1C1=CC=C(C=C1)OC)N(S(=O)(=O)C)S(=O)(=O)C (N-(2,3-bis(4-methoxyphenyl)quinoxalin-6-yl)-N-(methylsulfonyl)methanesulfonamide), O[Li].O (LiOH H2O), [OH-].[Na+] (sodium hydroxide), Cl (HCl). The solvent is O1CCCC1.CO (tetrahydrofuran MeOH), O (water). Run at temperature 35 celsius, time 1 hour. The product is COC1=CC=C(C=C1)C1=NC2=CC=C(C=C2N=C1C1=CC=C(C=C1)OC)NS(=O)(=O)C (N-(2,3-Bis(4-methoxyphenyl)quinoxalin-6-yl)methanesulfonamide). As a reaction SMILES: [CH3:1][O:2][C:3]1[CH:8]=[CH:7][C:6]([C:9]2[C:18]([C:19]3[CH:24]=[CH:23][C:22]([O:25][CH3:26])=[CH:21][CH:20]=3)=[N:17][C:16]3[C:11](=[CH:12][CH:13]=[C:14]([N:27](S(C)(=O)=O)[S:28]([CH3:31])(=[O:30])=[O:29])[CH:15]=3)[N:10]=2)=[CH:5][CH:4]=1.O[Li].O.[OH-].[Na+].Cl>O1CCCC1.CO.O>[CH3:1][O:2][C:3]1[CH:4]=[CH:5][C:6]([C:9]2[C:18]([C:19]3[CH:24]=[CH:23][C:22]([O:25][CH3:26])=[CH:21][CH:20]=3)=[N:17][C:16]3[C:11](=[CH:12][CH:13]=[C:14]([NH:27][S:28]([CH3:31])(=[O:30])=[O:29])[CH:15]=3)[N:10]=2)=[CH:7][CH:8]=1 |f:1.2,3.4,6.7|. Reported procedure: To a solution of N-(2,3-bis(4-methoxyphenyl)quinoxalin-6-yl)-N-(methylsulfonyl)methanesulfonamide (143.64 mg, 0.28 mmol, 1.00 equiv, 90%) in tetrahydrofuran/MeOH (1:1, 10 mL) was added LiOH H2O (58.5 mg, 1.39 mmol, 5.00 equiv). This was followed by the dropwise addition of a solution of sodium hydroxide (56 mg, 1.40 mmol, 5.00 equiv) in water (2 mL). The resulting solution was stirred for 1 h at 35° C. in an oil bath. The pH was adjusted to 7-8 with 1N HCl. The resulting mixture was concentrated...